From a dataset of the Open Reaction Database (ORD), a public repository of structured organic reaction records. describe an organic reaction: reactants, conditions, products, and yield Starting materials: C(C)(C)(C)ONC(C(CC=1N=NN(N1)C)N(CC1=CC=CC=C1)S(=O)(=O)C1=CC=C(C=C1)OC)=O (N-(t-butyloxy)-2-[[4-methoxybenzenesulfonyl](benzyl)amino]-2-[(2-methyl-5-tetrazolyl)methyl]acetamide), C(C)O (ethanol). The solvent is C(Cl)Cl (methylene chloride). Run at temperature 0 celsius. The product is ONC(C(CC=1N=NN(N1)C)N(CC1=CC=CC=C1)S(=O)(=O)C1=CC=C(C=C1)OC)=O (N-hydroxy-2-[[4-methoxybenzenesulfonyl](benzyl)amino]-2-[(2-methyl-5-tetrazolyl)methyl]acetamide). Reaction SMILES: C([O:5][NH:6][C:7](=[O:35])[CH:8]([N:16]([S:24]([C:27]1[CH:32]=[CH:31][C:30]([O:33][CH3:34])=[CH:29][CH:28]=1)(=[O:26])=[O:25])[CH2:17][C:18]1[CH:23]=[CH:22][CH:21]=[CH:20][CH:19]=1)[CH2:9][C:10]1[N:11]=[N:12][N:13]([CH3:15])[N:14]=1)(C)(C)C.C(O)C>C(Cl)Cl>[OH:5][NH:6][C:7](=[O:35])[CH:8]([N:16]([S:24]([C:27]1[CH:32]=[CH:31][C:30]([O:33][CH3:34])=[CH:29][CH:28]=1)(=[O:26])=[O:25])[CH2:17][C:18]1[CH:19]=[CH:20][CH:21]=[CH:22][CH:23]=1)[CH2:9][C:10]1[N:11]=[N:12][N:13]([CH3:15])[N:14]=1. Procedure details: (a) N-(t-butyloxy)-2-[[4-methoxybenzenesulfonyl](benzyl)amino]-2-[(2-methyl-5-tetrazolyl)methyl]acetamide (0.77 g, 1.55 mmol) is dissolved in methylene chloride (2.0 mL) and ethanol (0.1 mL) in a glass sealed tube, and the reaction is cooled to 0° C. Hydrochloric acid gas (from a lecture bottle) is bubbled through the solution for 20 minutes, and then the tube is sealed at room temperature for 3 days. After that time, the solvent is removed, and the reaction is partitioned between ethyl acetate ... The reactants are ClC1=C(C(=CC=C1)Cl)C1CC(=NO1)C1=CC=C(C=C1)[N+](=O)[O-] ((±)-5-(2,6-dichlorophenyl)-3-(4-nitrophenyl)-2-isoxazoline), P12(=S)SP3(=S)SP(=S)(S1)SP(=S)(S2)S3 (diphosphorus pentasulfide). Product: ClC1=C(C(=CC=C1)Cl)C1CC(=NS1)C1=CC=C(C=C1)[N+](=O)[O-] ((±)-5-(2,6-dichlorophenyl)-3-(4-nitrophenyl)-2-isothiazoline). RXN SMILES: [Cl:1][C:2]1[CH:7]=[CH:6][CH:5]=[C:4]([Cl:8])[C:3]=1[CH:9]1O[N:12]=[C:11]([C:14]2[CH:19]=[CH:18][C:17]([N+:20]([O-:22])=[O:21])=[CH:16][CH:15]=2)[CH2:10]1.P12(SP3(SP(SP(S3)(S1)=S)(=S)S2)=S)=[S:24]>>[Cl:1][C:2]1[CH:7]=[CH:6][CH:5]=[C:4]([Cl:8])[C:3]=1[CH:9]1[S:24][N:12]=[C:11]([C:14]2[CH:19]=[CH:18][C:17]([N+:20]([O-:22])=[O:21])=[CH:16][CH:15]=2)[CH2:10]1. Procedure details: By the method of Asian. J. Chem., 2000, 12, 1358-1360, (±)-5-(2,6-dichlorophenyl)-3-(4-nitrophenyl)-2-isoxazoline can be treated with diphosphorus pentasulfide followed by aqueous quench to produce (±)-5-(2,6-dichlorophenyl)-3-(4-nitrophenyl)-2-isothiazoline. The nitrophenyl group can be reduced to the corresponding aniline with tin dichloride or iron powder and ammonium chloride. The aniline, in turn, can be treated with 2,2-dichloroacetyl chloride and triethylamine to yield (±)-2,2-dichloro-N-... Reactants: [N+](=O)([O-])C=1C=C(CN2CN(C3(C2=O)CCN(CC3)C(=O)OCC3=CC=CC=C3)C3=CC=CC=C3)C=CC1 (benzyl 3-(3-nitrobenzyl)-4-oxo-1-phenyl-1,3,8-triazaspiro[4.5]decane-8-carboxylate), [Cl-].[NH4+] (ammonium chloride). The reagents and catalysts are [Fe] (iron). Solvent: C(C)O.O (ethanol water). Yields the product NC=1C=C(CN2CN(C3(C2=O)CCN(CC3)C(=O)OCC3=CC=CC=C3)C3=CC=CC=C3)C=CC1 (benzyl 3-(3-aminobenzyl)-4-oxo-1-phenyl-1,3,8-triazaspiro[4.5]decane-8-carboxylate). Isolated yield 111.1%. RXN SMILES: [N+:1]([C:4]1[CH:5]=[C:6]([CH:35]=[CH:36][CH:37]=1)[CH2:7][N:8]1[C:12](=[O:13])[C:11]2([CH2:18][CH2:17][N:16]([C:19]([O:21][CH2:22][C:23]3[CH:28]=[CH:27][CH:26]=[CH:25][CH:24]=3)=[O:20])[CH2:15][CH2:14]2)[N:10]([C:29]2[CH:34]=[CH:33][CH:32]=[CH:31][CH:30]=2)[CH2:9]1)([O-])=O.[Cl-].[NH4+]>[Fe].C(O)C.O>[NH2:1][C:4]1[CH:5]=[C:6]([CH:35]=[CH:36][CH:37]=1)[CH2:7][N:8]1[C:12](=[O:13])[C:11]2([CH2:18][CH2:17][N:16]([C:19]([O:21][CH2:22][C:23]3[CH:28]=[CH:27][CH:26]=[CH:25][CH:24]=3)=[O:20])[CH2:15][CH2:14]2)[N:10]([C:29]2[CH:30]=[CH:31][CH:32]=[CH:33][CH:34]=2)[CH2:9]1 |f:1.2,4.5|. Procedure: To a refluxing solution of benzyl 3-(3-nitrobenzyl)-4-oxo-1-phenyl-1,3,8-triazaspiro[4.5]decane-8-carboxylate (0.77 g, 1.53 mmol) and ammonium chloride (0.96 g, 18.0 mmol) in 2:1 mixture of ethanol/water (18 mL), was added iron powder (0.3 g, 5.4 mmol) over a period of 45 minutes. After refluxing for another hour, the reaction mixture was extracted with dichloromethane, washed the organic extracts with water and brine. The organic phase was dried over MgSO4 and concentrated to obtain benzyl 3-(3... Starting materials: C1CN2CCN1CC2, CCOC(=O)c1c(Cl)c2cnccc2[nH]c1=O, [Cl-], O=C(c1cccs1)N1CCNCC1, [NH4+], O. RXN SMILES: [CH2:1]1[N:2]2[CH2:3][CH2:4][N:5]([CH2:6][CH2:7]2)[CH2:8]1.[CH2:9]([CH3:10])[O:11][C:12](=[O:13])[c:14]1[c:15](=[O:25])[nH:16][c:17]2[cH:18][cH:19][n:20][cH:21][c:22]2[c:23]1[Cl:24].[Cl-:39].[N:26]1([C:32](=[O:33])[c:34]2[s:35][cH:36][cH:37][cH:38]2)[CH2:27][CH2:28][NH:29][CH2:30][CH2:31]1.[NH4+:40].[OH2:41]>>[CH2:9]([CH3:10])[O:11][C:12](=[O:13])[c:14]1[c:15](=[O:25])[nH:16][c:17]2[cH:18][cH:19][n:20][cH:21][c:22]2[c:23]1[N:29]1[CH2:28][CH2:27][N:26]([C:32](=[O:33])[c:34]2[s:35][cH:36][cH:37][cH:38]2)[CH2:31][CH2:30]1. The product is CCOC(=O)c1c(N2CCN(C(=O)c3cccs3)CC2)c2cnccc2[nH]c1=O. The reactants are O=C([O-])O, CCNCC1CCN(Cc2ccccc2)CC1, CC#N, O=[N+]([O-])c1cccnc1Cl, [K+], O. Yields the product CCN(CC1CCN(Cc2ccccc2)CC1)c1ncccc1[N+](=O)[O-]. Reaction SMILES: [C:28](=[O:29])([OH:30])[O-:31].[CH2:1]([c:2]1[cH:3][cH:4][cH:5][cH:6][cH:7]1)[N:8]1[CH2:9][CH2:10][CH:11]([CH2:14][NH:15][CH2:16][CH3:17])[CH2:12][CH2:13]1.[CH3:34][C:35]#[N:36].[Cl:18][c:19]1[n:20][cH:21][cH:22][cH:23][c:24]1[N+:25](=[O:26])[O-:27].[K+:32].[OH2:33]>>[CH2:1]([c:2]1[cH:3][cH:4][cH:5][cH:6][cH:7]1)[N:8]1[CH2:9][CH2:10][CH:11]([CH2:14][N:15]([CH2:16][CH3:17])[c:19]2[n:20][cH:21][cH:22][cH:23][c:24]2[N+:25](=[O:26])[O-:27])[CH2:12][CH2:13]1. Conditions: temperature 50 celsius, time 1 hour. Isolated yield 52.5%. As a reaction SMILES: [OH-].[Na+].CO.[CH3:5][C:6]1[N:11]=[C:10]([C:12]2[CH:13]=[N:14][N:15]([CH3:21])[C:16]=2[C:17]([O:19]C)=[O:18])[C:9]([CH3:22])=[CH:8][N:7]=1>O>[CH3:5][C:6]1[N:11]=[C:10]([C:12]2[CH:13]=[N:14][N:15]([CH3:21])[C:16]=2[C:17]([OH:19])=[O:18])[C:9]([CH3:22])=[CH:8][N:7]=1 |f:0.1|. Product: CC1=NC=C(C(=N1)C=1C=NN(C1C(=O)O)C)C (4-(2,5-dimethylpyrimidin-4-yl)-1-methyl-1H-pyrazole-5-carboxylic acid). Starting materials: [OH-].[Na+] (Sodium hydroxide), CO (methanol), CC1=NC=C(C(=N1)C=1C=NN(C1C(=O)OC)C)C (methyl 4-(2,5-dimethylpyrimidin-4-yl)-1-methyl-1H-pyrazole-5-carboxylate). Reported procedure: Sodium hydroxide (0.31 g) was added to a mixed solution of methanol (15 ml) and water (15 ml) containing the methyl 4-(2,5-dimethylpyrimidin-4-yl)-1-methyl-1H-pyrazole-5-carboxylate (1.9 g) obtained in (Example 3.22) <Step 1>, and the obtained mixture was then stirred at 50° C. for 1 hour. Thereafter, methanol was distilled away from the reaction solution under reduced pressure, and the residue was then adjusted to pH 5-6 by addition of 1 N hydrochloric acid. Thereafter, water was distilled away... The solvent is O (water).